This data is from the Open Reaction Database (ORD), a public repository of structured organic reaction records. The task is: describe an organic reaction: reactants, conditions, products, and yield The reagents and catalysts are [Pd] (palladium on carbon). The reactants are CN1N=CC(=C1NC(C1=CC=CC=C1)(C1=CC=CC=C1)C1=CC=CC=C1)NC(=O)[C@H](CCCNC(OC(C)(C)C)=O)NC(OCC1=CC=CC=C1)=O (1-benzyl 4-tert-butyl ((1S)-1-{[1-methyl-5-(tritylamino)-1H-pyrazol-4-yl]carbamoyl}tetramethylene)biscarbamate). As a reaction SMILES: [CH3:1][N:2]1[C:6]([NH:7][C:8]([C:21]2[CH:26]=[CH:25][CH:24]=[CH:23][CH:22]=2)([C:15]2[CH:20]=[CH:19][CH:18]=[CH:17][CH:16]=2)[C:9]2[CH:14]=[CH:13][CH:12]=[CH:11][CH:10]=2)=[C:5]([NH:27][C:28]([C@@H:30]([NH:42]C(=O)OCC2C=CC=CC=2)[CH2:31][CH2:32][CH2:33][NH:34][C:35](=[O:41])[O:36][C:37]([CH3:40])([CH3:39])[CH3:38])=[O:29])[CH:4]=[N:3]1>CO.[Pd]>[NH2:42][C@H:30]([C:28]([NH:27][C:5]1[CH:4]=[N:3][N:2]([CH3:1])[C:6]=1[NH:7][C:8]([C:21]1[CH:26]=[CH:25][CH:24]=[CH:23][CH:22]=1)([C:15]1[CH:20]=[CH:19][CH:18]=[CH:17][CH:16]=1)[C:9]1[CH:10]=[CH:11][CH:12]=[CH:13][CH:14]=1)=[O:29])[CH2:31][CH2:32][CH2:33][NH:34][C:35](=[O:41])[O:36][C:37]([CH3:40])([CH3:39])[CH3:38]. Isolated yield 42.5%. The product is N[C@@H](CCCNC(OC(C)(C)C)=O)C(=O)NC=1C=NN(C1NC(C1=CC=CC=C1)(C1=CC=CC=C1)C1=CC=CC=C1)C (tert-butyl (4S)-4-amino-5-{[1-methyl-5-(tritylamino)-1H-pyrazol-4-yl]amino}-5-oxopentylcarbamate). Reported procedure: A solution of 1-benzyl 4-tert-butyl ((1S)-1-{[1-methyl-5-(tritylamino)-1H-pyrazol-4-yl]carbamoyl}tetramethylene)biscarbamate (6.4 g) in methanol (100 ml) was treated with 10% palladium on carbon (1.0 g) under a hydrogen atmosphere at room temperature for 6 days. After the catalyst was filtered off, the filtrate was concentrated in vacuo. The residue was triturated with ether and dried in vacuo to give tert-butyl (4S)-4-amino-5-{[1-methyl-5-(tritylamino)-1H-pyrazol-4-yl]amino}-5-oxopentylcarbamat... Solvent: CO (methanol).